This data is from the Open Reaction Database (ORD), a public repository of structured organic reaction records. The task is: describe an organic reaction: reactants, conditions, products, and yield The product is CC(C)(C)OC(=O)Nc1cc(C(C)(C)COc2ccc([N+](=O)[O-])c3ccccc23)ccn1. Reaction SMILES: [CH3:46][C:47](=[O:48])[OH:49].[F:22][c:23]1[cH:24][cH:25][c:26]([N+:33](=[O:34])[O-:35])[c:27]2[cH:28][cH:29][cH:30][cH:31][c:32]12.[H-:20].[Na+:21].[Na+:40].[O-:36][C:37]([OH:38])=[O:39].[O:41]=[CH:42][N:43]([CH3:44])[CH3:45].[OH:1][CH2:2][C:3]([CH3:4])([CH3:5])[c:6]1[cH:7][c:8]([NH:12][C:13]([O:14][C:15]([CH3:16])([CH3:17])[CH3:18])=[O:19])[n:9][cH:10][cH:11]1>>[O:1]([CH2:2][C:3]([CH3:4])([CH3:5])[c:6]1[cH:7][c:8]([NH:12][C:13]([O:14][C:15]([CH3:16])([CH3:17])[CH3:18])=[O:19])[n:9][cH:10][cH:11]1)[c:23]1[cH:24][cH:25][c:26]([N+:33](=[O:34])[O-:35])[c:27]2[cH:28][cH:29][cH:30][cH:31][c:32]12. Starting materials: CC(=O)O, O=[N+]([O-])c1ccc(F)c2ccccc12, [H-], [Na+], [Na+], O=C([O-])O, CN(C)C=O, CC(C)(C)OC(=O)Nc1cc(C(C)(C)CO)ccn1. Reactants: Ceric ammonium nitrate, C(#N)C=1C=C(C(=O)C2=C(C(N(C(N2CCOC(N)=O)=O)CC2=CC=C(C=C2)OC)=O)C(C)C)C=C(C1)C (carbamic acid 2-[6-(3-cyano-5-methyl-benzoyl)-5-isopropyl-3-(4-methoxy-benzyl)-2,4-dioxo-3,4-dihydro-2H-pyrimidin-1-yl]-ethyl ester), C(C)(=O)O (acetic acid), O (water). Solvent: CC#N (MeCN). Conditions: time 10 minute. The product is C(#N)C=1C=C(C(=O)C2=C(C(NC(N2CCOC(N)=O)=O)=O)C(C)C)C=C(C1)C (Carbamic acid 2-[6-(3-cyano-5-methyl-benzoyl)-5-isopropyl-2,4-dioxo-3,4-dihydro-2H-pyrimidin-1-yl]-ethyl ester). Isolated yield 56.2%. As a reaction SMILES: [C:1]([C:3]1[CH:4]=[C:5]([CH:34]=[C:35]([CH3:37])[CH:36]=1)[C:6]([C:8]1[N:13]([CH2:14][CH2:15][O:16][C:17](=[O:19])[NH2:18])[C:12](=[O:20])[N:11](CC2C=CC(OC)=CC=2)[C:10](=[O:30])[C:9]=1[CH:31]([CH3:33])[CH3:32])=[O:7])#[N:2].C(O)(=O)C.O>CC#N>[C:1]([C:3]1[CH:4]=[C:5]([CH:34]=[C:35]([CH3:37])[CH:36]=1)[C:6]([C:8]1[N:13]([CH2:14][CH2:15][O:16][C:17](=[O:19])[NH2:18])[C:12](=[O:20])[NH:11][C:10](=[O:30])[C:9]=1[CH:31]([CH3:33])[CH3:32])=[O:7])#[N:2]. Procedure details: Ceric ammonium nitrate (156 mg, 0.189 mmol, 3 eq.) was added to carbamic acid 2-[6-(3-cyano-5-methyl-benzoyl)-5-isopropyl-3-(4-methoxy-benzyl)-2,4-dioxo-3,4-dihydro-2H-pyrimidin-1-yl]-ethyl ester (32 mg, 0.063 mmol, 1.0 eq.) in a mixture of MeCN (1 mL), acetic acid (0.4 mL) and water (0.2 mL). The reaction mixture was stirred at room temperature for 10 minutes. The reaction mixture concentrated down. Ethyl acetate was added and the mixture was washed with brine. The organic layer was concentrate... The reactants are COC1=CC=C(C(=O)O)C=C1 (4-methoxybenzoic acid), C(C)O (ethanol), N,N'-carbonyldiimidazole, NC1=NC2=NC(=CC=C2C=C1)OC1=CC(=CC=C1)F (2-amino-7-(3-fluorophenoxy)-1,8-naphthyridine). Solvent: O (water). Reaction conditions: temperature 4 celsius. Yields the product FC=1C=C(OC2=CC=C3C=CC(=NC3=N2)NC(C2=CC=C(C=C2)OC)=O)C=CC1 (N-[7-(3-fluorophenoxy)-1,8-naphthyridin-2-yl]-4-methoxybenzamide). The yield is 60.0%. Reaction SMILES: [CH3:1][O:2][C:3]1[CH:11]=[CH:10][C:6]([C:7]([OH:9])=O)=[CH:5][CH:4]=1.[NH2:12][C:13]1[CH:22]=[CH:21][C:20]2[C:15](=[N:16][C:17]([O:23][C:24]3[CH:29]=[CH:28][CH:27]=[C:26]([F:30])[CH:25]=3)=[CH:18][CH:19]=2)[N:14]=1.C(O)C>O>[F:30][C:26]1[CH:25]=[C:24]([CH:29]=[CH:28][CH:27]=1)[O:23][C:17]1[N:16]=[C:15]2[C:20]([CH:21]=[CH:22][C:13]([NH:12][C:7](=[O:9])[C:6]3[CH:5]=[CH:4][C:3]([O:2][CH3:1])=[CH:11][CH:10]=3)=[N:14]2)=[CH:19][CH:18]=1. Procedure: The procedure is similar to that described in Example 1, but starting with 4-methoxybenzoic acid (6.1 g), N,N'-carbonyldiimidazole (6.5 g) and 2-amino-7-(3-fluorophenoxy)-1,8-naphthyridine (7.65 g). The product produced by precipitation in water (14 g) is dissolved in boiling ethanol (110 cc). After 2 hours' cooling at 4° C., the crystallised solid is separated by filtration, washed with ethanol (2×10 cc) and dried at 45° C. at reduced pressure (0.067 kPa). N-[7-(3-fluorophenoxy)-1,8-naphthyridi... Reactants: C(C)(C)C1=CC=NN1 (5-isopropyl-1H-pyrazole), BrCC(=O)OCC (ethyl bromoacetate). Isolated yield 6.0%. Product: C(C)OC(CN1N=CC=C1C(C)C)=O ((5-isopropyl-1H-pyrazol-1-yl)acetic acid ethyl ester). Reported procedure: Prepared according to the method described for Preparation 75 using 5-isopropyl-1H-pyrazole and ethyl bromoacetate. The residue was purified using silica gel column chromatography eluting with 4:1 hexane:EtOAc. The title compound was isolated as the lower running minor product in 6% yield, and taken directly on to the next step. As a reaction SMILES: [CH:1]([C:4]1[NH:8][N:7]=[CH:6][CH:5]=1)([CH3:3])[CH3:2].Br[CH2:10][C:11]([O:13][CH2:14][CH3:15])=[O:12]>>[CH2:14]([O:13][C:11](=[O:12])[CH2:10][N:8]1[C:4]([CH:1]([CH3:3])[CH3:2])=[CH:5][CH:6]=[N:7]1)[CH3:15]. Reactants: CO, CC(C)CC(C)O, CC(C)N1CCC(=O)N(C)c2cnc(Cl)nc21, Nc1ccc(C(=O)NCCN2CCOCC2)cc1Cl, O, Cc1ccc(S(=O)(=O)O)cc1. The product is CC(C)N1CCC(=O)N(C)c2cnc(Nc3ccc(C(=O)NCCN4CCOCC4)cc3Cl)nc21. RXN SMILES: [CH3:49][OH:50].[CH3:51][CH:52]([CH3:53])[CH2:54][CH:55]([OH:56])[CH3:57].[Cl:1][c:2]1[n:3][cH:4][c:5]2[c:11]([n:12]1)[N:10]([CH:13]([CH3:14])[CH3:15])[CH2:9][CH2:8][C:7](=[O:16])[N:6]2[CH3:17].[NH2:18][c:19]1[c:20]([Cl:36])[cH:21][c:22]([C:23](=[O:24])[NH:25][CH2:26][CH2:27][N:28]2[CH2:29][CH2:30][O:31][CH2:32][CH2:33]2)[cH:34][cH:35]1.[OH2:37].[c:38]1([CH3:39])[cH:40][cH:41][c:42]([S:43]([OH:44])(=[O:45])=[O:46])[cH:47][cH:48]1>>[c:2]1([NH:18][c:19]2[c:20]([Cl:36])[cH:21][c:22]([C:23](=[O:24])[NH:25][CH2:26][CH2:27][N:28]3[CH2:29][CH2:30][O:31][CH2:32][CH2:33]3)[cH:34][cH:35]2)[n:3][cH:4][c:5]2[c:11]([n:12]1)[N:10]([CH:13]([CH3:14])[CH3:15])[CH2:9][CH2:8][C:7](=[O:16])[N:6]2[CH3:17].